This data is from the Open Reaction Database (ORD), a public repository of structured organic reaction records. The task is: describe an organic reaction: reactants, conditions, products, and yield Starting materials: [B-](F)(F)(F)F.[B-](F)(F)(F)F.C1C[N+]2(CC[N+]1(CC2)CCl)F (Selectfluor), ClC=1C=NC2=CC=C(C=C2C1C=O)OC (3-chloro-6-methoxy-quinoline-4-carbaldehyde), C(C)(=O)OCC (ethyl acetate). The solvent is C(C)#N (acetonitrile), petroleum ether. Reaction conditions: temperature 10 celsius, time 24 hour. Yields the product ClC=1C=NC2=CC=C(C(=C2C1C=O)F)OC (3-chloro-5-fluoro-6-methoxy-quinoline-4-carbaldehyde). The yield is 57.5%. Reaction SMILES: [B-](F)(F)(F)F.[B-](F)(F)(F)F.C1[N+]2(CCl)CC[N+]([F:21])(CC2)C1.[Cl:22][C:23]1[CH:24]=[N:25][C:26]2[C:31]([C:32]=1[CH:33]=[O:34])=[CH:30][C:29]([O:35][CH3:36])=[CH:28][CH:27]=2.C(OCC)(=O)C>C(#N)C>[Cl:22][C:23]1[CH:24]=[N:25][C:26]2[C:31]([C:32]=1[CH:33]=[O:34])=[C:30]([F:21])[C:29]([O:35][CH3:36])=[CH:28][CH:27]=2 |f:0.1.2|. Reported procedure: Selectfluor (2.4 g, 6.77 mmol, 1.5 eq) is added at 10° C. to a stirred solution of 3-chloro-6-methoxy-quinoline-4-carbaldehyde (1.0 g, 4.5 mmol, 1.0 eq) in acetonitrile (50 mL). After 24 hours stirring at 10° C., the reaction mixture is extracted with ethyl acetate (3×100 mL) and brine (50 mL). The combined organic layers are dried over sodium sulfate, filtered and concentrated to give a crude product that is purified by column chromatography (silica gel, eluent: petroleum ether:ethyl acetate, 1... Reactants: Br, CCn1c(C=O)nnc1-c1ccncc1, C1CCC2=NCCCN2CC1, CN(C)C=O, Clc1cccc(-n2nnc(C[PH](c3ccccc3)(c3ccccc3)c3ccccc3)n2)c1, O. Product: CCn1c(C=Cc2nnn(-c3cccc(Cl)c3)n2)nnc1-c1ccncc1. Reaction SMILES: [BrH:16].[CH2:1]([CH3:2])[n:3]1[c:4]([CH:14]=[O:15])[n:5][n:6][c:7]1-[c:8]1[cH:9][cH:10][n:11][cH:12][cH:13]1.[CH2:49]1[CH2:50][CH2:51][C:52]2=[N:57][CH2:56][CH2:55][CH2:54][N:53]2[CH2:58][CH2:59]1.[CH3:61][N:62]([CH3:63])[CH:64]=[O:65].[Cl:17][c:18]1[cH:19][c:20](-[n:24]2[n:25][c:26]([CH2:29][PH:30]([c:31]3[cH:32][cH:33][cH:34][cH:35][cH:36]3)([c:37]3[cH:38][cH:39][cH:40][cH:41][cH:42]3)[c:43]3[cH:44][cH:45][cH:46][cH:47][cH:48]3)[n:27][n:28]2)[cH:21][cH:22][cH:23]1.[OH2:60]>>[CH2:1]([CH3:2])[n:3]1[c:4]([CH:14]=[CH:29][c:26]2[n:25][n:24](-[c:20]3[cH:19][c:18]([Cl:17])[cH:23][cH:22][cH:21]3)[n:28][n:27]2)[n:5][n:6][c:7]1-[c:8]1[cH:9][cH:10][n:11][cH:12][cH:13]1. Starting materials: O=C1C(C(=C1NC(C)(C)C)C=1C=C2C(=CN(C2=CC1)[Si](C(C)C)(C(C)C)C(C)C)CCCOS(=O)(=O)C1=CC=C(C=C1)C)=O (5-[1,2-Dioxo-4-t-butylamino-3-cyclobuten-3-yl]-3-[3-(p-toluenesulfonyl)oxypropyl]-1-triisopropylsilyl-1H-indole), CC1CN(CCN1)C1=NC=NC=C1OC (3-methyl-1-(5-methoxy-4-pyrimidinyl)piperazine), C(C)(C)N(CC)C(C)C (diisopropylethylamine). Solvent: C(C)#N (acetonitrile), C(C)(=O)OCC (ethyl acetate). Yields the product [NH4+].[OH-] (NH4OH), COC=1C(=NC=NC1)N1CCN(CC1)CCCC1=CN(C2=CC=C(C=C12)C=1C(C(C1NC)=O)=O)[Si](C(C)C)(C(C)C)C(C)C (3-[3-[4-(5-Methoxy-4-pyrimidyl)-1-piperazinyl]propyl]-5-(1,2-dioxo-4-methylamino-3-cyclobuten-3-yl)-1-triisopropylsilyl-1H-indole). The yield is 159.8%. RXN SMILES: [O:1]=[C:2]1[C:5]([NH:6][C:7](C)(C)C)=[C:4]([C:11]2[CH:12]=[C:13]3[C:17](=[CH:18][CH:19]=2)[N:16]([Si:20]([CH:27]([CH3:29])[CH3:28])([CH:24]([CH3:26])[CH3:25])[CH:21]([CH3:23])[CH3:22])[CH:15]=[C:14]3[CH2:30][CH2:31][CH2:32]OS(C2C=CC(C)=CC=2)(=O)=O)[C:3]1=[O:44].C[CH:46]1[NH:51][CH2:50][CH2:49][N:48]([C:52]2[C:57]([O:58][CH3:59])=[CH:56][N:55]=[CH:54][N:53]=2)[CH2:47]1.C(N(C(C)C)CC)(C)C>C(#N)C.C(OCC)(=O)C>[NH4+:6].[OH-:1].[CH3:59][O:58][C:57]1[C:52]([N:48]2[CH2:49][CH2:50][N:51]([CH2:32][CH2:31][CH2:30][C:14]3[C:13]4[C:17](=[CH:18][CH:19]=[C:11]([C:4]5[C:3](=[O:44])[C:2](=[O:1])[C:5]=5[NH:6][CH3:7])[CH:12]=4)[N:16]([Si:20]([CH:27]([CH3:28])[CH3:29])([CH:21]([CH3:23])[CH3:22])[CH:24]([CH3:25])[CH3:26])[CH:15]=3)[CH2:46][CH2:47]2)=[N:53][CH:54]=[N:55][CH:56]=1 |f:5.6|. Procedure: A mixture of 5-(1,2-dioxo-4-methylamino-3-cyclobuten-3-yl)-3-[3-(p-toluenesulfonyl)oxypropyl]-1-triisopropylsilylindole (14) 0.247 g, 0.42 mmol), 1-(5-methoxy-4-pyrimidyl)piperazine (1) (0.081 g, 0.42 mmol), finely pulverized KI (0.070 g, 0.42 mmol) and diisopropylethylamine (0.37 mL, 2.1 mmol) in 10 mL of acetonitrile was heated to reflux under Ar for 18 h. The cooled reaction mixture was diluted with ethyl acetate and washed with water. The aqueous phase was back-extracted with dichloromethane...